describe an organic reaction: reactants, conditions, products, and yield From a dataset of the Open Reaction Database (ORD), a public repository of structured organic reaction records. Procedure details: To an ethanol solution (300 ml) of 3,3,3-triphenylpropionic acid (15 g) was added dropwise, under ice-cooling, thionyl chloride (5 ml). The mixture was refluxed for 12 hours. The reaction mixture was cooled and concentrated under reduced pressure. The concentrate was dissolved in ethyl acetate, which was washed with water, a saturated aqueous solution of sodium hydrogencarbonate and a saturated aqueous saline solution. The organic layer was dried, which was then concentrated under reduced pressu... RXN SMILES: [C:1]1([C:7]([C:18]2[CH:23]=[CH:22][CH:21]=[CH:20][CH:19]=2)([C:12]2[CH:17]=[CH:16][CH:15]=[CH:14][CH:13]=2)[CH2:8][C:9](O)=[O:10])[CH:6]=[CH:5][CH:4]=[CH:3][CH:2]=1.S(Cl)(Cl)=O>C(O)C>[C:18]1([C:7]([C:1]2[CH:2]=[CH:3][CH:4]=[CH:5][CH:6]=2)([C:12]2[CH:13]=[CH:14][CH:15]=[CH:16][CH:17]=2)[CH2:8][CH2:9][OH:10])[CH:19]=[CH:20][CH:21]=[CH:22][CH:23]=1. The product is C1(=CC=CC=C1)C(CCO)(C1=CC=CC=C1)C1=CC=CC=C1 (3,3,3-triphenylpropanol). The solvent is C(C)O (ethanol). Reaction conditions: time 1 hour. Starting materials: C1(=CC=CC=C1)C(CC(=O)O)(C1=CC=CC=C1)C1=CC=CC=C1 (3,3,3-triphenylpropionic acid), S(=O)(Cl)Cl (thionyl chloride). Starting materials: C1N(CC2C1CNC2)C2=NC1=CC=CC=C1N=C2 (2-(hexahydro-pyrrolo[3,4-c]pyrrol-2-yl)-quinoxaline), CC1=CC=C(C=C1)C=1C(=CC=CC1)C(=O)O (4′-methyl-biphenyl-2-carboxylic acid). Product: CC1=CC=C(C=C1)C1=C(C=CC=C1)C(=O)N1CC2CN(CC2C1)C1=NC2=CC=CC=C2N=C1 ((4′-Methyl-biphenyl-2-yl)-(5-quinoxalin-2-yl-hexahydro-pyrrolo[3,4-c]pyrrol-2-yl)-methanone). Reaction SMILES: [CH2:1]1[CH:5]2[CH2:6][NH:7][CH2:8][CH:4]2[CH2:3][N:2]1[C:9]1[CH:18]=[N:17][C:16]2[C:11](=[CH:12][CH:13]=[CH:14][CH:15]=2)[N:10]=1.[CH3:19][C:20]1[CH:25]=[CH:24][C:23]([C:26]2[C:27]([C:32](O)=[O:33])=[CH:28][CH:29]=[CH:30][CH:31]=2)=[CH:22][CH:21]=1>>[CH3:19][C:20]1[CH:21]=[CH:22][C:23]([C:26]2[CH:31]=[CH:30][CH:29]=[CH:28][C:27]=2[C:32]([N:7]2[CH2:8][CH:4]3[CH:5]([CH2:1][N:2]([C:9]4[CH:18]=[N:17][C:16]5[C:11](=[CH:12][CH:13]=[CH:14][CH:15]=5)[N:10]=4)[CH2:3]3)[CH2:6]2)=[O:33])=[CH:24][CH:25]=1. Reported procedure: The title compound was prepared in a manner analogous to Example 15 utilizing Intermediate 35 and 4′-methyl-biphenyl-2-carboxylic acid. MS (ESI): mass calculated for C28H26N4O, 434.55; m/z found 435.3 [M+H]+. The reactants are NC1=C(C(=O)NC2=C(C(=CC=C2)Br)C)C=CC(=C1)OC (2-amino-N-(3-bromo-2-methylphenyl)-4-methoxybenzamide), ClC(Cl)(OC(OC(Cl)(Cl)Cl)=O)Cl (triphosgene), C(=O)(O)[O-].[Na+] (NaHCO3). The solvent is C1CCOC1 (THF). The product is BrC=1C(=C(C=CC1)N1C(NC2=CC(=CC=C2C1=O)OC)=O)C (3-(3-bromo-2-methylphenyl)-7-methoxyquinazoline-2,4(1H,3H)-dione). Yield: 68.4%. RXN SMILES: [NH2:1][C:2]1[CH:18]=[C:17]([O:19][CH3:20])[CH:16]=[CH:15][C:3]=1[C:4]([NH:6][C:7]1[CH:12]=[CH:11][CH:10]=[C:9]([Br:13])[C:8]=1[CH3:14])=[O:5].Cl[C:22](Cl)([O:24]C(=O)OC(Cl)(Cl)Cl)Cl.C([O-])(O)=O.[Na+]>C1COCC1>[Br:13][C:9]1[C:8]([CH3:14])=[C:7]([N:6]2[C:4](=[O:5])[C:3]3[C:2](=[CH:18][C:17]([O:19][CH3:20])=[CH:16][CH:15]=3)[NH:1][C:22]2=[O:24])[CH:12]=[CH:11][CH:10]=1 |f:2.3|. Reported procedure: A solution of 2-amino-N-(3-bromo-2-methylphenyl)-4-methoxybenzamide (596 mg, 1.78 mmol) and triphosgene (633 mg, 2.13 mmol) in THF (30 mL) was stirred at room temperature for 2 h. The mixture was treated with saturated aqueous NaHCO3 and stirred until gas evolution ceased. The resulting mixture was extracted twice with DCM, and the combined organic phases were washed with water, dried and concentrated. The residue was purified by column chromatography on silica gel (40 g), eluting with EtOAc -he...